Task: describe an organic reaction: reactants, conditions, products, and yield. Dataset: the Open Reaction Database (ORD), a public repository of structured organic reaction records The reactants are COC([C@@H](NC(C1=C(C=CC=C1Cl)Cl)=O)CC1=CC=C(C=C1)C1=C(C=CC=C1)C=O)=O (N-(2,6-Dichlorobenzoyl)-4-(2-formylphenyl)-L-phenylalanine methyl ester), [O-][Mn](=O)(=O)=O.[K+] (KMnO4). Run in CC(=O)C (acetone), CC(=O)C (acetone), O (water). Conditions: temperature 40 celsius, time 2 hour. Yields the product COC([C@@H](NC(C1=C(C=CC=C1Cl)Cl)=O)CC1=CC=C(C=C1)C1=C(C=CC=C1)C(=O)O)=O (N-(2,6-dichlorobenzoyl)-4-(2-carboxyphenyl)-L-phenylalanine methyl ester). Yield: 79.0%. RXN SMILES: [CH3:1][O:2][C:3](=[O:31])[C@H:4]([CH2:16][C:17]1[CH:22]=[CH:21][C:20]([C:23]2[CH:28]=[CH:27][CH:26]=[CH:25][C:24]=2[CH:29]=[O:30])=[CH:19][CH:18]=1)[NH:5][C:6](=[O:15])[C:7]1[C:12]([Cl:13])=[CH:11][CH:10]=[CH:9][C:8]=1[Cl:14].[O-:32][Mn](=O)(=O)=O.[K+]>CC(C)=O.O>[CH3:1][O:2][C:3](=[O:31])[C@H:4]([CH2:16][C:17]1[CH:22]=[CH:21][C:20]([C:23]2[CH:28]=[CH:27][CH:26]=[CH:25][C:24]=2[C:29]([OH:32])=[O:30])=[CH:19][CH:18]=1)[NH:5][C:6](=[O:15])[C:7]1[C:8]([Cl:14])=[CH:9][CH:10]=[CH:11][C:12]=1[Cl:13] |f:1.2|. Procedure details: N-(2,6-Dichlorobenzoyl)-4-(2-formylphenyl)-L-phenylalanine methyl ester (104 mg) was dissolved in acetone (700 μL) by warming up to about 40° C. A warm (40° C.) solution of KMnO4 (61.2 mg) in a mixture of acetone (900 μL) and water (130 μL) was then added over a 1 h period and the resulting mixture was stirred at that temperature for an additional 2 h. The mixture was filtered through Celite and washed with acetone. The filtrate was taken up with water and acidified to approximately pH 2 with 1N... The reactants are BrCC1CC1, COC(=O)C1CC(O)C(N=[N+]=[N-])C1. Product: COC(=O)C1CC(N=[N+]=[N-])C(OCC2CC2)C1. RXN SMILES: [Br:14][CH2:15][CH:16]1[CH2:17][CH2:18]1.[CH3:1][O:2][C:3](=[O:4])[CH:5]1[CH2:6][CH:7]([N:11]=[N+:12]=[N-:13])[CH:8]([OH:10])[CH2:9]1>>[CH3:1][O:2][C:3](=[O:4])[CH:5]1[CH2:6][CH:7]([N:11]=[N+:12]=[N-:13])[CH:8]([O:10][CH2:15][CH:16]2[CH2:17][CH2:18]2)[CH2:9]1. Reactants: CN(C(=O)N1CCC(=CC1)C1=CC2=C(N=CN=C2C2=C(C(=CC=C2)NC(C2=C(C=C(C=C2)C(C)(C)O)F)=O)C(O[SiH2]C(C)(C)C)(C2=CC=CC=C2)C2=CC=CC=C2)N1)C (4-(4-{2-(tert-Butyl-diphenyl-silanyloxymethyl)-3-[2-fluoro-4-(1-hydroxy-1-methyl-ethyl)-benzoylamino]-phenyl}-7H-pyrrolo[2,3-d]pyrimidin-6-yl)-3,6-dihydro-2H-pyridine-1-carboxylic acid dimethylamide), OCC(C)(C)C1=CC=C(C(=O)O)C=C1 (4-(2-hydroxy-1,1-dimethyl-ethyl)-benzoic acid), CN(C(=O)N1CCC(=CC1)C1=CC2=C(N=CN=C2C2=CC(=C(C=C2)F)N)N1)C (4-[4-(3-Amino-4-fluoro-phenyl)-7H-pyrrolo[2,3-d]pyrimidin-6-yl]-3,6-dihydro-2H-pyridine-1-carboxylic acid dimethylamide), FC1=C(C(=O)O)C=CC(=C1)C(C)(C)O (2-Fluoro-4-(1-hydroxy-1-methyl-ethyl)-benzoic acid). Yields the product CN(C(=O)N1CCC(=CC1)C1=CC2=C(N=CN=C2C2=CC(=C(C=C2)F)NC(C2=CC=C(C=C2)C(CO)(C)C)=O)N1)C (4-(4-{4-Fluoro-3-[4-(2-hydroxy-1,1-dimethyl-ethyl)-benzoylamino]-phenyl}-7H-pyrrolo[2,3-d]pyrimidin-6-yl)-3,6-dihydro-2H-pyridine-1-carboxylic acid dimethylamide). As a reaction SMILES: CN(C)C(N1CC=C(C2NC3N=CN=C(C4C=CC=C(NC(=O)C5C=CC(C(O)(C)C)=CC=5F)C=4C(C4C=CC=CC=4)(C4C=CC=CC=4)O[SiH2]C(C)(C)C)C=3C=2)CC1)=O.[CH3:60][N:61]([CH3:87])[C:62]([N:64]1[CH2:69][CH:68]=[C:67]([C:70]2[NH:86][C:73]3[N:74]=[CH:75][N:76]=[C:77]([C:78]4[CH:83]=[CH:82][C:81]([F:84])=[C:80]([NH2:85])[CH:79]=4)[C:72]=3[CH:71]=2)[CH2:66][CH2:65]1)=[O:63].FC1C=C(C(O)(C)C)C=CC=1C(O)=O.[OH:102][CH2:103][C:104]([C:107]1[CH:115]=[CH:114][C:110]([C:111](O)=[O:112])=[CH:109][CH:108]=1)([CH3:106])[CH3:105]>>[CH3:60][N:61]([CH3:87])[C:62]([N:64]1[CH2:65][CH:66]=[C:67]([C:70]2[NH:86][C:73]3[N:74]=[CH:75][N:76]=[C:77]([C:78]4[CH:83]=[CH:82][C:81]([F:84])=[C:80]([NH:85][C:111](=[O:112])[C:110]5[CH:114]=[CH:115][C:107]([C:104]([CH3:105])([CH3:106])[CH2:103][OH:102])=[CH:108][CH:109]=5)[CH:79]=4)[C:72]=3[CH:71]=2)[CH2:68][CH2:69]1)=[O:63]. Reported procedure: Example 21 was prepared analogue to Intermediate 9 by replacing Intermediate 7 with Intermediate 10 and Intermediate 8 with 4-(2-hydroxy-1,1-dimethyl-ethyl)-benzoic acid. Starting materials: [K].C(C)(=O)C1=C(C(=C(OCC2=CC=CN3C2=NC=C(C3=O)C3=NN=NN3)C=C1)CCC)O (9-[(4-acetyl-3-hydroxy-2-n-propylphenoxy)methyl]-3-(1H- tetrazol-5-yl)-4H-pyrido[ 1,2-a]pyrimidin-4-one potassium salt), Cl (hydrochloric acid). Solvent: O (water). The product is C(C)(=O)C1=C(C(=C(OCC2=CC=CN3C2=NC=C(C3=O)C3=NN=NN3)C=C1)CCC)O (9-[(4-acetyl-3- hydroxy-2-n-propylphenoxy)methyl]-3-(1H-tetrazol-5-yl)-4H-pyrido[1,2-a]pyrimidin-4-one). Isolated yield 96.6%. Reaction SMILES: [K].[C:2]([C:5]1[CH:28]=[CH:27][C:8]([O:9][CH2:10][C:11]2[C:16]3=[N:17][CH:18]=[C:19]([C:22]4[NH:26][N:25]=[N:24][N:23]=4)[C:20](=[O:21])[N:15]3[CH:14]=[CH:13][CH:12]=2)=[C:7]([CH2:29][CH2:30][CH3:31])[C:6]=1[OH:32])(=[O:4])[CH3:3].Cl>O>[C:2]([C:5]1[CH:28]=[CH:27][C:8]([O:9][CH2:10][C:11]2[C:16]3=[N:17][CH:18]=[C:19]([C:22]4[NH:26][N:25]=[N:24][N:23]=4)[C:20](=[O:21])[N:15]3[CH:14]=[CH:13][CH:12]=2)=[C:7]([CH2:29][CH2:30][CH3:31])[C:6]=1[OH:32])(=[O:4])[CH3:3] |f:0.1,^1:0|. Procedure details: A mixture of 1.00 g (2.65 mmoles) of 9-[(4-acetyl-3-hydroxy-2-n-propylphenoxy)methyl]-3-cyano-4H-pyrido[1,2-a]-pyrimidin-4-one, 0.97 g (7.27 mmoles) of aluminum chloride, 1.43 g (21.99 mmoles) of sodium azide and 20 ml of tetrahydrofuran was heated under reflux for 2 hours. After cooling, the resulting reaction solution was diluted with ice water and then acidified with dilute hydrochloric acid. The precipitate so formed was collected by filtration and dried. 1.09 g (2.59 mmoles) of this precipi... Starting materials: BrCCCOCC1=CC=CC=C1 (benzyl 3-bromopropyl ether), OCCN1N=C(C2=C(C=CC=C12)CCC1=CC=C(C=C1)O)O[C@H]1[C@H](OC(C(C)(C)C)=O)[C@@H](OC(C(C)(C)C)=O)[C@H](OC(C(C)(C)C)=O)[C@H](O1)COC(C(C)(C)C)=O (1-(2-hydroxyethyl)-4-[2-(4-hydroxy-phenyl)ethyl]-3-(2,3,4,6-tetra-O-pivaloyl-β-D-glucopyranosyloxy)-1H-indazole), C([O-])([O-])=O.[Cs+].[Cs+] (cesium carbonate), [I-].[Na+] (sodium iodide). The solvent is CN(C=O)C (N,N-dimethylformamide), O (water). Reaction conditions: time 8 hour. Yields the product C(C1=CC=CC=C1)OCCCOC1=CC=C(C=C1)CCC1=C2C(=NN(C2=CC=C1)CCOC(C(C)(C)C)=O)O[C@H]1[C@H](OC(C(C)(C)C)=O)[C@@H](OC(C(C)(C)C)=O)[C@H](OC(C(C)(C)C)=O)[C@H](O1)COC(C(C)(C)C)=O (4-{2-[4-(3-benzyloxypropoxy)phenyl]ethyl}-3-(2,3,4,6-tetra-O-pivaloyl-β-D-glucopyranosyloxy)-1-(2-pivaloyloxyethyl)-1H-indazole). The yield is 163.4%. As a reaction SMILES: [OH:1][CH2:2][CH2:3][N:4]1[C:12]2[C:7](=[C:8]([CH2:13][CH2:14][C:15]3[CH:20]=[CH:19][C:18]([OH:21])=[CH:17][CH:16]=3)[CH:9]=[CH:10][CH:11]=2)[C:6]([O:22][C@@H:23]2[O:49][C@H:48]([CH2:50][O:51][C:52](=[O:57])[C:53]([CH3:56])([CH3:55])[CH3:54])[C@@H:40]([O:41][C:42](=[O:47])[C:43]([CH3:46])([CH3:45])[CH3:44])[C@H:32]([O:33][C:34](=[O:39])[C:35]([CH3:38])([CH3:37])[CH3:36])[C@H:24]2[O:25][C:26](=[O:31])[C:27]([CH3:30])([CH3:29])[CH3:28])=[N:5]1.[C:58](=[O:61])([O-])[O-].[Cs+].[Cs+].[I-].[Na+].Br[CH2:67][CH2:68][CH2:69][O:70][CH2:71][C:72]1[CH:77]=[CH:76][CH:75]=[CH:74][CH:73]=1>CN(C)C=O.O>[CH2:71]([O:70][CH2:69][CH2:68][CH2:67][O:21][C:18]1[CH:19]=[CH:20][C:15]([CH2:14][CH2:13][C:8]2[CH:9]=[CH:10][CH:11]=[C:12]3[C:7]=2[C:6]([O:22][C@@H:23]2[O:49][C@H:48]([CH2:50][O:51][C:52](=[O:57])[C:53]([CH3:56])([CH3:55])[CH3:54])[C@@H:40]([O:41][C:42](=[O:47])[C:43]([CH3:44])([CH3:45])[CH3:46])[C@H:32]([O:33][C:34](=[O:39])[C:35]([CH3:38])([CH3:37])[CH3:36])[C@H:24]2[O:25][C:26](=[O:31])[C:27]([CH3:28])([CH3:29])[CH3:30])=[N:5][N:4]3[CH2:3][CH2:2][O:1][C:58](=[O:61])[C:7]([CH3:12])([CH3:8])[CH3:6])=[CH:16][CH:17]=1)[C:72]1[CH:77]=[CH:76][CH:75]=[CH:74][CH:73]=1 |f:1.2.3,4.5|. Procedure details: To a mixture of 1-(2-hydroxyethyl)-4-[2-(4-hydroxy-phenyl)ethyl]-3-(2,3,4,6-tetra-O-pivaloyl-β-D-glucopyranosyloxy)-1H-indazole (2 g), cesium carbonate (1.64 g) and sodium iodide (0.38 g) in N,N-dimethylformamide (10 mL) was added benzyl 3-bromopropyl ether (0.86 g), and the mixture was stirred at room temperature overnight. The reaction mixture was poured into water, and the resulting mixture was extracted with diethyl ether. The extract was washed with water and brine, and dried over anhydrous... Reactants: CC1=NN(C(=C1C1=CC=CC=C1)C)C1=CC=C(C=C1)CCNC(OC1=CC=CC=C1)=O (Phenyl 2-[4-(3,5-dimethyl-4-phenyl-1H-pyrazol-1-yl)phenyl]ethylcarbamate), C(C)C1=CC=C(C=C1)S(=O)(=O)N (4-ethylbenzenesulfonamide). Yields the product CC1=NN(C(=C1C1=CC=CC=C1)C)C1=CC=C(C=C1)CCNC(=O)NS(=O)(=O)C1=CC=C(C=C1)CC (N-[({2-[4-(3,5-Dimethyl-4-phenyl-1H-pyrazol-1-yl)phenyl]ethyl}amino)carbonyl]-4-ethylbenzenesulfonamide). Reaction SMILES: [CH3:1][C:2]1[C:6]([C:7]2[CH:12]=[CH:11][CH:10]=[CH:9][CH:8]=2)=[C:5]([CH3:13])[N:4]([C:14]2[CH:19]=[CH:18][C:17]([CH2:20][CH2:21][NH:22][C:23](=O)[O:24]C3C=CC=CC=3)=[CH:16][CH:15]=2)[N:3]=1.[CH2:32]([C:34]1[CH:39]=[CH:38][C:37]([S:40]([NH2:43])(=[O:42])=[O:41])=[CH:36][CH:35]=1)[CH3:33]>>[CH3:1][C:2]1[C:6]([C:7]2[CH:8]=[CH:9][CH:10]=[CH:11][CH:12]=2)=[C:5]([CH3:13])[N:4]([C:14]2[CH:15]=[CH:16][C:17]([CH2:20][CH2:21][NH:22][C:23]([NH:43][S:40]([C:37]3[CH:36]=[CH:35][C:34]([CH2:32][CH3:33])=[CH:39][CH:38]=3)(=[O:41])=[O:42])=[O:24])=[CH:18][CH:19]=2)[N:3]=1. Procedure: The title compound was prepared according to the procedure described in step 2 of Example 22 from phenyl 2-[4-(3,5-dimethyl-4-phenyl-1H-pyrazol-1-yl)phenyl]ethylcarbamate (step 1 of Example 22) and 4-ethylbenzenesulfonamide: 1H-NMR (CDCl3) δ 7.77 (2H, d, J=8.4 Hz), 7.47-7.23 (11H, m), 6.39 (1H, br.s), 3.52-3.45 (2H, m), 2.86 (2H, t, J=6.7 Hz), 2.71 (2H, q, J=7.7 Hz), 2.33 (3H, s), 2.25 (3H, s), 1.25 (3H, t, J=7.7 Hz). The reactants are C(C1=CC=CC=C1)N1C(C(CC2=CC(=CC=C12)C1=CC=C(C=C1)F)(C)NC(OCC1=CC=CC=C1)=O)=O (Benzyl 1-benzyl-6-(4-fluorophenyl)-3-methyl-2-oxo-1,2,3,4-tetrahydroquinolin-3-ylcarbamate). Reagents/catalysts: [Pd] (palladium on carbon). The solvent is CO (MeOH). Yields the product C(C1=CC=CC=C1)N1C(C(CC2=CC(=CC=C12)C1=CC=C(C=C1)F)(N)C)=O (1-Benzyl-6-(4-fluorophenyl)-3-methyl-2-oxo-1,2,3,4-tetrahydroquinolin-3-amine). Isolated yield 94.5%. As a reaction SMILES: [CH2:1]([N:8]1[C:17]2[C:12](=[CH:13][C:14]([C:18]3[CH:23]=[CH:22][C:21]([F:24])=[CH:20][CH:19]=3)=[CH:15][CH:16]=2)[CH2:11][C:10]([NH:26]C(=O)OCC2C=CC=CC=2)([CH3:25])[C:9]1=[O:37])[C:2]1[CH:7]=[CH:6][CH:5]=[CH:4][CH:3]=1>CO.[Pd]>[CH2:1]([N:8]1[C:17]2[C:12](=[CH:13][C:14]([C:18]3[CH:19]=[CH:20][C:21]([F:24])=[CH:22][CH:23]=3)=[CH:15][CH:16]=2)[CH2:11][C:10]([CH3:25])([NH2:26])[C:9]1=[O:37])[C:2]1[CH:7]=[CH:6][CH:5]=[CH:4][CH:3]=1. Procedure details: To a solution of 148F (340 mg, 0.69 mmol) in MeOH (8 mL) was added 5% palladium on carbon (200 mg). The resulting suspension was hydrogenated under hydrogen balloon for 1 h., then filtered. The filtrate was concentrated to give title compound (235 mg, 94% yield) as an off-white foam.